From a dataset of the Open Reaction Database (ORD), a public repository of structured organic reaction records. describe an organic reaction: reactants, conditions, products, and yield Reactants: [OH-].[Na+] (NaOH), C(C)(C)(C)C1=NC2=C(N1CC1CCOCC1)C=CC(=C2)S(=O)(=O)N2CC(CCC2)C(=O)OCC (ethyl 1-{[2-tert-butyl-1-(tetrahydro-2H-pyran-4-ylmethyl)-1H-benzimidazol-5-yl]sulfonyl}piperidine-3-carboxylate). The solvent is CO.O (MeOH—H2O), O (water). Conditions: time 8 hour. The product is C(C)(C)(C)C1=NC2=C(N1CC1CCOCC1)C=CC(=C2)S(=O)(=O)N2CC(CCC2)C(=O)O (1-{[2-tert-butyl-1-(tetrahydro-2H-pyran-4-ylmethyl)-1H-benzimidazol-5-yl]sulfonyl}piperidine-3-carboxylic acid). As a reaction SMILES: [OH-].[Na+].[C:3]([C:7]1[N:11]([CH2:12][CH:13]2[CH2:18][CH2:17][O:16][CH2:15][CH2:14]2)[C:10]2[CH:19]=[CH:20][C:21]([S:23]([N:26]3[CH2:31][CH2:30][CH2:29][CH:28]([C:32]([O:34]CC)=[O:33])[CH2:27]3)(=[O:25])=[O:24])=[CH:22][C:9]=2[N:8]=1)([CH3:6])([CH3:5])[CH3:4]>CO.O.O>[C:3]([C:7]1[N:11]([CH2:12][CH:13]2[CH2:14][CH2:15][O:16][CH2:17][CH2:18]2)[C:10]2[CH:19]=[CH:20][C:21]([S:23]([N:26]3[CH2:31][CH2:30][CH2:29][CH:28]([C:32]([OH:34])=[O:33])[CH2:27]3)(=[O:25])=[O:24])=[CH:22][C:9]=2[N:8]=1)([CH3:6])([CH3:4])[CH3:5] |f:0.1,3.4|. Reported procedure: NaOH (0.75 mL, 2M, 1.5 mmol) was added to a solution of ethyl 1-{[2-tert-butyl-1-(tetrahydro-2H-pyran-4-ylmethyl)-1H-benzimidazol-5-yl]sulfonyl}piperidine-3-carboxylate (158 mg, 0.36 mmol) in 10 mL of MeOH—H2O (1:1) at ambient temperature. The reaction mixture was stirred overnight and diluted with water (40 mL). The solvent was concentrated to 40 mL. The resulting solution was neutralized with HCl solution and the product was extracted with EtOAc and dried over anhydrous Na2SO4. The solvent was... Starting materials: [N+](=O)([O-])C=1C=C(C=CC1)O (3-Nitro-phenol), BrC1=CC=C(C=C1)CBr (1-bromo-4-bromomethyl-benzene), BrCC1=CC(=CC=C1)F (1-bromomethyl-3-fluoro-benzene). Yields the product BrC1=CC=C(COC=2C=C(C=CC2)N)C=C1 (3-(4-Bromo-benzyloxy)-phenylamine). RXN SMILES: [N+:1]([C:4]1[CH:5]=[C:6]([OH:10])[CH:7]=[CH:8][CH:9]=1)([O-])=O.[Br:11][C:12]1[CH:17]=[CH:16][C:15]([CH2:18]Br)=[CH:14][CH:13]=1.BrCC1C=CC=C(F)C=1>>[Br:11][C:12]1[CH:17]=[CH:16][C:15]([CH2:18][O:10][C:6]2[CH:5]=[C:4]([NH2:1])[CH:9]=[CH:8][CH:7]=2)=[CH:14][CH:13]=1. Procedure: 3-Nitro-phenol was reacted with 1-bromo-4-bromomethyl-benzene according to the procedure from Example 199A substituting 1-bromo-4-bromomethyl-benzene for 1-bromomethyl-3-fluoro-benzene then reduced according to the procedure from Example 199B to provide the title compound. Starting materials: Cl (hydrochloric acid), COCOC1=C(C=CC(=C1)OCOC)C1=CCC2(OCCO2)CC1 (8-[2,4-bis(methoxymethoxy)phenyl]-1,4-dioxaspiro[4.5]dec-7-ene), C([O-])(O)=O.[Na+] (sodium bicarbonate). Run in CO (methanol). Product: OC1=C(C=CC(=C1)O)C1=CCC(CC1)=O (4-(2,4-Dihydroxyphenyl)-3-cyclohexen-1-one). The yield is 37.3%. As a reaction SMILES: COC[O:4][C:5]1[CH:10]=[C:9]([O:11]COC)[CH:8]=[CH:7][C:6]=1[C:15]1[CH2:24][CH2:23][C:18]2(OCC[O:19]2)[CH2:17][CH:16]=1.Cl.C(=O)(O)[O-].[Na+]>CO>[OH:4][C:5]1[CH:10]=[C:9]([OH:11])[CH:8]=[CH:7][C:6]=1[C:15]1[CH2:24][CH2:23][C:18](=[O:19])[CH2:17][CH:16]=1 |f:2.3|. Reported procedure: A round bottomed flask equipped with magnetic stirrer was charged with 8-[2,4-bis(methoxymethoxy)phenyl]-1,4-dioxaspiro[4.5]dec-7-ene (1.50 g, 4.24 mmol) and methanol (30 ml). To the stirred solution was added aqueous hydrochloric acid (30 ml, 1.0M) and the solution was heated to reflux temperature for 1.5 hr. After cooling to room temperature, saturated aqueous sodium bicarbonate (20 ml) was added and the layers separated. The aqueous layer was extracted with ethyl acetate (4×20 ml) and the com... Reactants: C(C)(C)(C)OC(NC1(COC(OC1)(C)C)CCC1=CC(=C(C=C1)SCCCCCCCC)C(F)(F)F)=O ({2,2-dimethyl-5-[2-(4-octylthio-3-trifluoromethylphenyl)ethyl]-1,3-dioxan-5-yl}carbamic Acid t-butyl Ester), Cl (hydrochloric acid). Run in C(C)O (ethanol). Conditions: temperature 80 celsius, time 2 hour. Product: Cl.NC(CO)(CO)CCC1=CC(=C(C=C1)SCCCCCCCC)C(F)(F)F (2-amino-2-[2-(4-octylthio-3-trifluoromethylphenyl)ethyl]propane-1,3-diol Hydrochloride). RXN SMILES: C(OC(=O)[NH:7][C:8]1([CH2:16][CH2:17][C:18]2[CH:23]=[CH:22][C:21]([S:24][CH2:25][CH2:26][CH2:27][CH2:28][CH2:29][CH2:30][CH2:31][CH3:32])=[C:20]([C:33]([F:36])([F:35])[F:34])[CH:19]=2)[CH2:13][O:12]C(C)(C)[O:10][CH2:9]1)(C)(C)C.[ClH:38]>C(O)C>[ClH:38].[NH2:7][C:8]([CH2:16][CH2:17][C:18]1[CH:23]=[CH:22][C:21]([S:24][CH2:25][CH2:26][CH2:27][CH2:28][CH2:29][CH2:30][CH2:31][CH3:32])=[C:20]([C:33]([F:36])([F:34])[F:35])[CH:19]=1)([CH2:9][OH:10])[CH2:13][OH:12] |f:3.4|. Procedure: Compound 25-1 (910 mg) was dissolved in ethanol (20 ml), concentrated hydrochloric acid (2 ml) was added, and the mixture was stirred at 80° C. for 2 hr. The reaction mixture was concentrated, and the residue was washed with diethyl ether to give the object product (630 mg) as a white powder. The reactants are C1(=CC=CC=C1)N1CCNCC1 (N-phenylpiperazine), ClC(=O)N1OCC2=C(CC1)C=CC=C2 (3-chlorocarbonyl-1,3,4,5-tetrahydro-2,3-benzoxazepine). Run in C(Cl)Cl (CH2Cl2). The product is C1(=CC=CC=C1)N1CCN(CC1)C(=O)N1OCC2=C(CC1)C=CC=C2 (3-(4-Phenyl-1-piperazinylcarbonyl)-1,3,4,5-tetrahydro-2,3-benzoxazepine). Reaction SMILES: [C:1]1([N:7]2[CH2:12][CH2:11][NH:10][CH2:9][CH2:8]2)[CH:6]=[CH:5][CH:4]=[CH:3][CH:2]=1.Cl[C:14]([N:16]1[CH2:22][CH2:21][C:20]2[CH:23]=[CH:24][CH:25]=[CH:26][C:19]=2[CH2:18][O:17]1)=[O:15]>C(Cl)Cl>[C:1]1([N:7]2[CH2:12][CH2:11][N:10]([C:14]([N:16]3[CH2:22][CH2:21][C:20]4[CH:23]=[CH:24][CH:25]=[CH:26][C:19]=4[CH2:18][O:17]3)=[O:15])[CH2:9][CH2:8]2)[CH:6]=[CH:5][CH:4]=[CH:3][CH:2]=1. Reported procedure: To a solution of 4.22 g. (26 mmoles) of N-phenylpiperazine in CH2Cl2, 4.24 g. (20 mmoles) of 3-chlorocarbonyl-1,3,4,5-tetrahydro-2,3-benzoxazepine was added and the mixture was refluxed for 2 hours, cooled, washed with NaHCO3 and with H2O, dried over Na2SO4 and the solvent evaporated. Yield 5.5 g. (81.5%), m.p. 123°- 125°C, recrystallized from EtOH. RXN SMILES: [C:1]([C:4]1[N:5]=[C:6]2[N:16]([CH:17]=1)[CH2:15][CH2:14][O:13][C:12]1[C:7]2=[CH:8][C:9]([C:19]#[C:20][C:21]([OH:27])([CH3:26])[C:22](OC)=[O:23])=[C:10]([F:18])[CH:11]=1)(=[O:3])[NH2:2].[CH3:28][NH2:29]>>[F:18][C:10]1[C:9]([C:19]#[C:20][C:21]([OH:27])([C:22](=[O:23])[NH:29][CH3:28])[CH3:26])=[CH:8][C:7]2[C:6]3[N:16]([CH2:15][CH2:14][O:13][C:12]=2[CH:11]=1)[CH:17]=[C:4]([C:1]([NH2:2])=[O:3])[N:5]=3. Conditions: time 8 hour. Product: FC1=CC2=C(C3=NC(=CN3CCO2)C(=O)N)C=C1C#CC(C)(C(NC)=O)O ((±)-8-Fluoro-9-(3-hydroxy-3-methylcarbamoyl-but-1-ynyl)-4,5-dihydro-6-oxa-1,3a-diaza-benzo[e]azulene-2-carboxylic acid amide). Reported procedure: In a 20-mL sealed tube, methyl 4-[4-carbamoyl-12-fluoro-9-oxa-3,6-diazatricyclo[8.4.0.0[2,6]]tetradeca-1(14),2,4,10,12-pentaen-13-yl]-2-hydroxy-2-methylbut-3-ynoate (120 mg, 0.32 mmol, 1.00 equiv) was added into a solution of methanamine (30% w/w in ethanol, 5 mL). The resulting solution was stirred for 8 h at room temperature. The resulting mixture was concentrated under vacuum. The residue was applied onto a silica gel column with ethyl acetate/petroleum ether (1:5). This resulted in 35 mg (29... The reactants are C(N)(=O)C=1N=C2C3=CC(=C(C=C3OCCN2C1)F)C#CC(C(=O)OC)(C)O (methyl 4-[4-carbamoyl-12-fluoro-9-oxa-3,6-diazatricyclo[8.4.0.0[2,6]]tetradeca-1(14),2,4,10,12-pentaen-13-yl]-2-hydroxy-2-methylbut-3-ynoate), CN (methanamine). Yields the product ClC=1C=C(C=CC1N1CCN(CC1)C)C(C)=O (3'-chloro-4'-(4-methyl-1-piperazinyl)acetophenone). Reactants: ClC=1C=C(C=CC1Cl)C(C)=O (3',4'-Dichloroacetophenone), CN1CCNCC1 (N-methylpiperazine), [OH-].[Na+] (sodium hydroxide). Reported procedure: 3',4'-Dichloroacetophenone (9.65 g., 0.05 mole) and N-methylpiperazine (10 g., 0.1 mole) are refluxed (165° C.) for 24 hours. The solution is cooled and 100 ml. water containing 2 g. of sodium hydroxide is added. The oil is decanted and diluted with 200 ml. of toluene and washed first with dilute alkali then several times with water. The toluene layer is dried with magnesium sulfate and evaporated in vacuo to an oil. The residue is distilled 146°-150° at 0.1-0.3 mm., yield 3.0 g. This product is... The solvent is O (water). RXN SMILES: [Cl:1][C:2]1[CH:3]=[C:4]([C:9](=[O:11])[CH3:10])[CH:5]=[CH:6][C:7]=1Cl.[CH3:12][N:13]1[CH2:18][CH2:17][NH:16][CH2:15][CH2:14]1.[OH-].[Na+]>O>[Cl:1][C:2]1[CH:3]=[C:4]([C:9](=[O:11])[CH3:10])[CH:5]=[CH:6][C:7]=1[N:16]1[CH2:17][CH2:18][N:13]([CH3:12])[CH2:14][CH2:15]1 |f:2.3|.